Dataset: the Open Reaction Database (ORD), a public repository of structured organic reaction records. Task: describe an organic reaction: reactants, conditions, products, and yield Starting materials: CCN(C(C)C)C(C)C, O=c1c(-n2ccnn2)c[nH]n1-c1cc(Cl)ncn1, Cl, Cl, FC1(F)CCNCC1, C1CCOC1. The product is O=c1c(-n2ccnn2)c[nH]n1-c1cc(N2CCC(F)(F)CC2)ncn1. Reaction SMILES: [CH2:29]([N:30]([CH:31]([CH3:32])[CH3:33])[CH:34]([CH3:35])[CH3:36])[CH3:37].[Cl:2][c:3]1[cH:4][c:5](-[n:9]2[nH:10][cH:11][c:12](-[n:15]3[n:16][n:17][cH:18][cH:19]3)[c:13]2=[O:14])[n:6][cH:7][n:8]1.[ClH:1].[ClH:20].[F:21][C:22]1([F:28])[CH2:23][CH2:24][NH:25][CH2:26][CH2:27]1.[O:38]1[CH2:39][CH2:40][CH2:41][CH2:42]1>>[c:3]1([N:25]2[CH2:24][CH2:23][C:22]([F:21])([F:28])[CH2:27][CH2:26]2)[cH:4][c:5](-[n:9]2[nH:10][cH:11][c:12](-[n:15]3[n:16][n:17][cH:18][cH:19]3)[c:13]2=[O:14])[n:6][cH:7][n:8]1. Reactants: ON=C(C1=CN=CC=C1)Cl (N-Hydroxynicotinimidoyl chloride), C(#C)C=1C=CC(=C(C#N)C1)F (5-Ethynyl-2-fluorobenzonitrile), N (NH3). Yields the product FC1=C(C#N)C=C(C=C1)C1=CC(=NO1)C=1C=NC=CC1 (2-Fluoro-5-(3-(pyridin-3-yl)isoxazol-5-yl)benzonitrile). Reaction SMILES: [OH:1][N:2]=[C:3](Cl)[C:4]1[CH:9]=[CH:8][CH:7]=[N:6][CH:5]=1.[C:11]([C:13]1[CH:14]=[CH:15][C:16]([F:21])=[C:17]([CH:20]=1)[C:18]#[N:19])#[CH:12].N>>[F:21][C:16]1[CH:15]=[CH:14][C:13]([C:11]2[O:1][N:2]=[C:3]([C:4]3[CH:5]=[N:6][CH:7]=[CH:8][CH:9]=3)[CH:12]=2)=[CH:20][C:17]=1[C:18]#[N:19]. Reported procedure: The titled compound was prepared according to Method CB using the product of Example 1A (78 mg, 0.5 mmol) and the product of Example 68A (73 mg, 0.5 mmol). 1H NMR (300 MHz, MeOH-d4) δ 7.49 (s, 1H), 7.52-7.68 (m, 2H), 8.28 (ddd, J=8.8, 5.1, 2.4 Hz, 1H), 8.33-8.41 (m, 2H), 8.68 (dd, J=4.9, 1.5 Hz, 1H), 9.09 (d, J=2.4 Hz, 1H) ppm; MS (DCI/NH3) m/z 266 (M+H)+. Reactants: CC(C)(C)OC(=O)N(CC(O)COc1ccccc1)C1CCCc2ccc(C(=O)O)cc2C1, CCN=C=NCCCN(C)C, CN, ClCCl, Cl, C1CCOC1, On1nnc2ccccc21. Product: CNC(=O)c1ccc2c(c1)CC(N(CC(O)COc1ccccc1)C(=O)OC(C)(C)C)CCC2. Reaction SMILES: [C:1]([CH3:2])([CH3:3])([CH3:4])[O:5][C:6](=[O:7])[N:8]([CH2:9][CH:10]([CH2:11][O:12][c:13]1[cH:14][cH:15][cH:16][cH:17][cH:18]1)[OH:19])[CH:20]1[CH2:21][CH2:22][CH2:23][c:24]2[c:25]([cH:27][c:28]([C:31](=[O:32])[OH:33])[cH:29][cH:30]2)[CH2:26]1.[CH3:35][N:36]([CH3:37])[CH2:38][CH2:39][CH2:40][N:41]=[C:42]=[N:43][CH2:44][CH3:45].[CH3:56][NH2:57].[Cl:58][CH2:59][Cl:60].[ClH:34].[O:61]1[CH2:62][CH2:63][CH2:64][CH2:65]1.[OH:46][n:47]1[c:48]2[cH:49][cH:50][cH:51][cH:52][c:53]2[n:54][n:55]1>>[C:1]([CH3:2])([CH3:3])([CH3:4])[O:5][C:6](=[O:7])[N:8]([CH2:9][CH:10]([CH2:11][O:12][c:13]1[cH:14][cH:15][cH:16][cH:17][cH:18]1)[OH:19])[CH:20]1[CH2:21][CH2:22][CH2:23][c:24]2[c:25]([cH:27][c:28]([C:31](=[O:33])[NH:36][CH3:35])[cH:29][cH:30]2)[CH2:26]1.